This data is from the Open Reaction Database (ORD), a public repository of structured organic reaction records. The task is: describe an organic reaction: reactants, conditions, products, and yield Reactants: COC(=O)CCSCC(O)Cc1cccc(C2CCCC2)c1OCc1ccccc1, CO, [Na+], [OH-], O, O. Yields the product O=C(O)CCSCC(O)Cc1cccc(C2CCCC2)c1OCc1ccccc1. As a reaction SMILES: [CH2:1]([c:2]1[cH:3][cH:4][cH:5][cH:6][cH:7]1)[O:8][c:9]1[c:10]([CH2:20][CH:21]([CH2:22][S:23][CH2:24][CH2:25][C:26](=[O:27])[O:28][CH3:29])[OH:30])[cH:11][cH:12][cH:13][c:14]1[CH:15]1[CH2:16][CH2:17][CH2:18][CH2:19]1.[CH3:34][OH:35].[Na+:32].[OH-:31].[OH2:33].[OH2:36]>>[CH2:1]([c:2]1[cH:3][cH:4][cH:5][cH:6][cH:7]1)[O:8][c:9]1[c:10]([CH2:20][CH:21]([CH2:22][S:23][CH2:24][CH2:25][C:26](=[O:27])[OH:28])[OH:30])[cH:11][cH:12][cH:13][c:14]1[CH:15]1[CH2:16][CH2:17][CH2:18][CH2:19]1. The reactants are [Al+3], CC1CC(=O)OC1=O, [Cl-], [Cl-], [Cl-], Clc1ccccc1. The product is CC(CC(=O)c1ccc(Cl)cc1)C(=O)O. RXN SMILES: [Al+3:10].[CH3:1][CH:2]1[C:3](=[O:4])[O:5][C:6](=[O:8])[CH2:7]1.[Cl-:11].[Cl-:12].[Cl-:9].[Cl:13][c:14]1[cH:15][cH:16][cH:17][cH:18][cH:19]1>>[CH3:1][CH:2]([C:3](=[O:4])[OH:5])[CH2:7][C:6](=[O:8])[c:17]1[cH:16][cH:15][c:14]([Cl:13])[cH:19][cH:18]1. The reactants are CC(=O)O, [Na+], O=C([O-])O, CC1(C)C2C=CC3(C)C(C2)C(=O)CCC13O[Si](C)(C)C, C1CCOC1, O. The product is CC1(C)C2C=CC3(C)C(C2)C(=O)CCC13O. As a reaction SMILES: [C:32]([OH:33])(=[O:34])[CH3:35].[Na+:25].[O-:21][C:22]([OH:23])=[O:24].[O:1]=[C:2]1[CH:3]2[C:4]3([CH3:20])[CH:5]=[CH:6][CH:7]([C:8]([CH3:17])([CH3:18])[C:9]3([O:12][Si:13]([CH3:14])([CH3:15])[CH3:16])[CH2:10][CH2:11]1)[CH2:19]2.[O:27]1[CH2:28][CH2:29][CH2:30][CH2:31]1.[OH2:26]>>[O:1]=[C:2]1[CH:3]2[C:4]3([CH3:20])[CH:5]=[CH:6][CH:7]([C:8]([CH3:17])([CH3:18])[C:9]3([OH:12])[CH2:10][CH2:11]1)[CH2:19]2. Reactants: CCCCOc1nc(N)c2nc(OC)n(CC3CCCCO3)c2n1, C1COCCO1, CO, Cl. The product is CCCCOc1nc(N)c2[nH]c(=O)n(CC3CCCCO3)c2n1. Reaction SMILES: [CH2:1]([CH2:2][CH2:3][CH3:4])[O:5][c:6]1[n:7][c:8]([NH2:24])[c:9]2[n:10][c:11]([O:22][CH3:23])[n:12]([CH2:15][CH:16]3[O:17][CH2:18][CH2:19][CH2:20][CH2:21]3)[c:13]2[n:14]1.[CH2:28]1[O:29][CH2:30][CH2:31][O:32][CH2:33]1.[CH3:26][OH:27].[ClH:25]>>[CH2:1]([CH2:2][CH2:3][CH3:4])[O:5][c:6]1[n:7][c:8]([NH2:24])[c:9]2[nH:10][c:11](=[O:22])[n:12]([CH2:15][CH:16]3[O:17][CH2:18][CH2:19][CH2:20][CH2:21]3)[c:13]2[n:14]1. Reaction SMILES: [CH2:1]1[N:2]([C:10](=[O:11])[CH2:12][CH:13]([C:14](=[O:15])[OH:16])[CH2:17][c:18]2[cH:19][cH:20][c:21]([CH3:24])[cH:22][cH:23]2)[CH2:3][CH:4]2[CH2:5][CH2:6][CH2:7][CH2:8][CH:9]12.[CH3:28][C:29](=[O:30])[OH:31].[CH3:32][CH2:33][O:34][CH2:35][CH3:36].[N+:25](=[N-:26])=[CH2:27]>>[CH2:1]1[N:2]([C:10](=[O:11])[CH2:12][CH:13]([C:14](=[O:15])[O:16][CH3:27])[CH2:17][c:18]2[cH:19][cH:20][c:21]([CH3:24])[cH:22][cH:23]2)[CH2:3][CH:4]2[CH2:5][CH2:6][CH2:7][CH2:8][CH:9]12. The reactants are Cc1ccc(CC(CC(=O)N2CC3CCCCC3C2)C(=O)O)cc1, CC(=O)O, CCOCC, C=[N+]=[N-]. Yields the product COC(=O)C(CC(=O)N1CC2CCCCC2C1)Cc1ccc(C)cc1. Reactants: FC(F)(F)Oc1ccc(CBr)cc1, CCOC(=O)CC(=O)CC. Yields the product CCOC(=O)C(Cc1ccc(OC(F)(F)F)cc1)C(=O)CC. Reaction SMILES: [Br:11][CH2:12][c:13]1[cH:14][cH:15][c:16]([O:19][C:20]([F:21])([F:22])[F:23])[cH:17][cH:18]1.[CH2:1]([CH3:2])[O:3][C:4]([CH2:5][C:6]([CH2:7][CH3:8])=[O:9])=[O:10]>>[CH2:1]([CH3:2])[O:3][C:4]([CH:5]([C:6]([CH2:7][CH3:8])=[O:9])[CH2:12][c:13]1[cH:14][cH:15][c:16]([O:19][C:20]([F:21])([F:22])[F:23])[cH:17][cH:18]1)=[O:10]. Reactants: C(=O)(O)[O-].[Na+] (NaHCO3), CN(C1=CC=CC2=CC=CC(=C12)N(C)C)C (N,N,N′,N′-Tetramethyl-1,8-naphthalenediamine), F[B-](F)(F)F.C[O+](C)C (trimethyloxonium tetrafluoroborate), [N+](=O)([O-])C=1C=C2C(=NC1)N(C(=C2)CO)S(=O)(=O)C2=CC=CC=C2 ((5-nitro-1-(phenylsulfonyl)-1H-pyrrolo[2,3-b]pyridin-2-yl)methanol). Solvent: C(Cl)Cl (DCM). Reaction conditions: time 1 hour. Product: COCC1=CC=2C(=NC=C(C2)[N+](=O)[O-])N1S(=O)(=O)C1=CC=CC=C1 (2-(methoxymethyl)-5-nitro-1-(phenylsulfonyl)-1H-pyrrolo[2,3-b]pyridine). Isolated yield 96.0%. RXN SMILES: CN(C)C1C2C(=CC=CC=2N(C)C)C=CC=1.F[B-](F)(F)F.[CH3:22][O+:23]([CH3:25])C.[N+:26]([C:29]1[CH:30]=[C:31]2[CH:37]=[C:36](CO)[N:35]([S:40]([C:43]3[CH:48]=[CH:47][CH:46]=[CH:45][CH:44]=3)(=[O:42])=[O:41])[C:32]2=[N:33][CH:34]=1)([O-:28])=[O:27].C([O-])(O)=O.[Na+]>C(Cl)Cl>[CH3:22][O:23][CH2:25][C:36]1[N:35]([S:40]([C:43]2[CH:48]=[CH:47][CH:46]=[CH:45][CH:44]=2)(=[O:41])=[O:42])[C:32]2=[N:33][CH:34]=[C:29]([N+:26]([O-:28])=[O:27])[CH:30]=[C:31]2[CH:37]=1 |f:1.2,4.5|. Reported procedure: N,N,N′,N′-Tetramethyl-1,8-naphthalenediamine (0.212 g, 0.99 mmol) and trimethyloxonium tetrafluoroborate (0.146 g, 0.99 mmol) were added to a solution of (5-nitro-1-(phenylsulfonyl)-1H-pyrrolo[2,3-b]pyridin-2-yl)methanol (0.11 g, 0.33 mmol) in DCM (3.3 mL). The reaction mixture was stirred at room temperature for 1 hour. It was then treated with saturated aqueous NaHCO3, and the layers were separated. The aqueous layer was extracted with DCM. The combined organic layers were dried with sodium su... The reactants are C(C1=CC=CC=C1)OC1=C(N(C(=CC1=O)CNS(=O)(=O)C1=CC=C(C=C1)Cl)C)C(=O)O (3-Benzyloxy-6-[(4-chloro-benzenesulfonylamino)-methyl]-1-methyl-4-oxo-1,4-dihydro-pyridine-2-carboxylic acid), C1(=CC=CC=C1)S(=O)(=O)C(C1=CC(C(=C(N1C)C(=O)O)O)=O)N (6-(benzene sulfonyl amino-methyl)-3-hydroxy-1-methyl-4-oxo-1,4-dihydro-pyridine-2-carboxylic acid). The product is ClC1=CC=C(C=C1)S(=O)(=O)NCC1=CC(C(=C(N1C)C(=O)O)O)=O (6-[(4-Chloro-benzenesulfonylamino)-methyl]-3-hydroxy-1-methyl-4-oxo-1,4-dihydro-pyridine-2-carboxylic acid). The yield is 31.6%. RXN SMILES: C([O:8][C:9]1[C:14](=[O:15])[CH:13]=[C:12]([CH2:16][NH:17][S:18]([C:21]2[CH:26]=[CH:25][C:24]([Cl:27])=[CH:23][CH:22]=2)(=[O:20])=[O:19])[N:11]([CH3:28])[C:10]=1[C:29]([OH:31])=[O:30])C1C=CC=CC=1.C1(S(C(N)C2N(C)C(C(O)=O)=C(O)C(=O)C=2)(=O)=O)C=CC=CC=1>>[Cl:27][C:24]1[CH:25]=[CH:26][C:21]([S:18]([NH:17][CH2:16][C:12]2[N:11]([CH3:28])[C:10]([C:29]([OH:31])=[O:30])=[C:9]([OH:8])[C:14](=[O:15])[CH:13]=2)(=[O:19])=[O:20])=[CH:22][CH:23]=1. Procedure: 6-[(4-Chloro-benzenesulfonylamino)-methyl]-3-hydroxy-1-methyl-4-oxo-1,4-dihydro-pyridine-2-carboxylic acid (14-07) (140.0 mg, 31.55%) was synthesized as a brown solid from 3-benzyloxy-6-[(4-chloro-benzenesulfonylamino)-methyl]-1-methyl-4-oxo-1,4-dihydro-pyridine-2-carboxylic acid (13-07) (550.0 mg, 1.19 mmol) following the procedure described for 6-(benzenesulfonylamino-methyl)-3-hydroxy-1-methyl-4-oxo-1,4-dihydro-pyridine-2-carboxylic acid (14-01). Reactants: ClC=1N=C2N(C(C1)=O)CC[C@H](N2)C(F)(F)F ((8S)-2-chloro-8-trifluoromethyl-6,7,8,9-tetrahydropyrimido[1,2-a]pyrimidin-4-one), C([O-])([O-])=O.[Cs+].[Cs+] (cesium carbonate), BrCC(C(C)(C)C)=O (1-bromopinacolone). The solvent is C(C)#N (acetonitrile). Yields the product ClC=1N=C2N(C(C1)=O)CC[C@H](N2CC(C(C)(C)C)=O)C(F)(F)F ((8S)-2-chloro-9-(3,3-dimethyl-2-oxobutyl)-8-trifluoromethyl-6,7,8,9-tetrahydropyrimido[1,2-a]pyrimidin-4-one). As a reaction SMILES: [Cl:1][C:2]1[N:3]=[C:4]2[NH:12][C@H:11]([C:13]([F:16])([F:15])[F:14])[CH2:10][CH2:9][N:5]2[C:6](=[O:8])[CH:7]=1.C(=O)([O-])[O-].[Cs+].[Cs+].Br[CH2:24][C:25](=[O:30])[C:26]([CH3:29])([CH3:28])[CH3:27]>C(#N)C>[Cl:1][C:2]1[N:3]=[C:4]2[N:12]([CH2:24][C:25](=[O:30])[C:26]([CH3:29])([CH3:28])[CH3:27])[C@H:11]([C:13]([F:14])([F:15])[F:16])[CH2:10][CH2:9][N:5]2[C:6](=[O:8])[CH:7]=1 |f:1.2.3|. Procedure details: 150 mg (0.591 mmol) of (8S)-2-chloro-8-trifluoromethyl-6,7,8,9-tetrahydropyrimido[1,2-a]pyrimidin-4-one, 578.71 mg (1.77 mmol) of cesium carbonate, 99 μl (0.709 mmol) of 1-bromopinacolone and 10 mL of acetonitrile were used in the reaction. After purification by chromatography on silica gel (eluent A/B: DCM/MeOH, gradient A/B: t 0 min 0% B, t 12 min 4% B, t 15 min 4% B, t 30 min 10% B), 188 mg of (8S)-2-chloro-9-(3,3-dimethyl-2-oxobutyl)-8-trifluoromethyl-6,7,8,9-tetrahydropyrimido[1,2-a]pyrimid...